describe an organic reaction: reactants, conditions, products, and yield From a dataset of the Open Reaction Database (ORD), a public repository of structured organic reaction records. Reactants: C=1C=CC(=CC1)C(C=2C=CC=CC2)[C@@H]3CC(C(CO3)NCCC=4C=CC(=CC4)F)O (D-157), C(CCC)OC(=O)C=1N=C(C2=CC(=CC=C2C1O)OC1=CC=C(C=C1)C(F)(F)F)Cl (4-hydroxy-1-chloro-7-(4-trifluoromethyl-phenoxy)-isoquinoline-3-carboxylic acid butyl ester). The product is C(CCC)OC(=O)C=1N=C(C2=CC(=CC=C2C1O)OC1=CC=C(C=C1)C(F)(F)F)C (4-Hydroxy-1-methyl-7-(4-trifluoromethyl-phenoxy)-isoquinoline-3-carboxylic acid butyl ester). RXN SMILES: [CH:1]1C=CC(C([C@H]2OCC(NCCC3C=CC(F)=CC=3)C(O)C2)C2C=CC=CC=2)=CC=1.[CH2:31]([O:35][C:36]([C:38]1[N:39]=[C:40](Cl)[C:41]2[C:46]([C:47]=1[OH:48])=[CH:45][CH:44]=[C:43]([O:49][C:50]1[CH:55]=[CH:54][C:53]([C:56]([F:59])([F:58])[F:57])=[CH:52][CH:51]=1)[CH:42]=2)=[O:37])[CH2:32][CH2:33][CH3:34]>>[CH2:31]([O:35][C:36]([C:38]1[N:39]=[C:40]([CH3:1])[C:41]2[C:46]([C:47]=1[OH:48])=[CH:45][CH:44]=[C:43]([O:49][C:50]1[CH:55]=[CH:54][C:53]([C:56]([F:59])([F:58])[F:57])=[CH:52][CH:51]=1)[CH:42]=2)=[O:37])[CH2:32][CH2:33][CH3:34]. Procedure: Prepared in analogy to Example D-157 d) from 4-hydroxy-1-chloro-7-(4-trifluoromethyl-phenoxy)-isoquinoline-3-carboxylic acid butyl ester (of Example D-92 f). MS-(+)-ion M+1=420.2. Reactants: [Al+3], CCOc1cc(C(=O)Cl)cc(OCC)c1OCC, COc1ccc(-c2cc3ccc(OC)cc3s2)cc1, CCOC(C)=O, [Cl-], [Cl-], [Cl-], ClCCl, O. The product is CCOc1cc(C(=O)c2c(-c3ccc(OC)cc3)sc3cc(OC)ccc23)cc(OCC)c1OCC. As a reaction SMILES: [Al+3:39].[CH2:20]([CH3:21])[O:22][c:23]1[cH:24][c:25]([C:26](=[O:27])[Cl:28])[cH:29][c:30]([O:35][CH2:36][CH3:37])[c:31]1[O:32][CH2:33][CH3:34].[CH3:1][O:2][c:3]1[cH:4][cH:5][c:6](-[c:9]2[cH:10][c:11]3[c:12]([s:13]2)[cH:14][c:15]([O:18][CH3:19])[cH:16][cH:17]3)[cH:7][cH:8]1.[CH3:46][CH2:47][O:48][C:49]([CH3:50])=[O:51].[Cl-:38].[Cl-:40].[Cl-:41].[Cl:43][CH2:44][Cl:45].[OH2:42]>>[CH3:1][O:2][c:3]1[cH:4][cH:5][c:6](-[c:9]2[c:10]([C:26]([c:25]3[cH:24][c:23]([O:22][CH2:20][CH3:21])[c:31]([O:32][CH2:33][CH3:34])[c:30]([O:35][CH2:36][CH3:37])[cH:29]3)=[O:27])[c:11]3[c:12]([s:13]2)[cH:14][c:15]([O:18][CH3:19])[cH:16][cH:17]3)[cH:7][cH:8]1. The reactants are CCCc1c(-c2nc(-c3ccc(CN4CC(C(=O)OC(C)(C)C)C4)cc3)no2)noc1CC(C)C, O=C(O)C(F)(F)F. Yields the product CCCc1c(-c2nc(-c3ccc(CN4CC(C(=O)O)C4)cc3)no2)noc1CC(C)C, O=C(O)C(F)(F)F. Reaction SMILES: [CH2:1]([CH:2]([CH3:3])[CH3:4])[c:5]1[c:6]([CH2:33][CH2:34][CH3:35])[c:7](-[c:10]2[n:11][c:12](-[c:15]3[cH:16][cH:17][c:18]([CH2:19][N:20]4[CH2:21][CH:22]([C:24](=[O:25])[O:26][C:27]([CH3:28])([CH3:29])[CH3:30])[CH2:23]4)[cH:31][cH:32]3)[n:13][o:14]2)[n:8][o:9]1.[F:36][C:37]([C:38](=[O:39])[OH:40])([F:41])[F:42]>>[CH2:1]([CH:2]([CH3:3])[CH3:4])[c:5]1[c:6]([CH2:33][CH2:34][CH3:35])[c:7](-[c:10]2[n:11][c:12](-[c:15]3[cH:16][cH:17][c:18]([CH2:19][N:20]4[CH2:21][CH:22]([C:24](=[O:25])[OH:26])[CH2:23]4)[cH:31][cH:32]3)[n:13][o:14]2)[n:8][o:9]1.[F:36][C:37]([C:38](=[O:39])[OH:40])([F:41])[F:42]. Reactants: OC1CCC(NCc2ccc(Cl)cc2)CC1, [K+], [K+], [Na+], O=[Cr](=O)([O-])O[Cr](=O)(=O)[O-], [OH-], O, O=S(=O)(O)O. The product is O=C1CCC(NCc2ccc(Cl)cc2)CC1. Reaction SMILES: [Cl:1][c:2]1[cH:3][cH:4][c:5]([CH2:6][NH:7][CH:8]2[CH2:9][CH2:10][CH:11]([OH:14])[CH2:12][CH2:13]2)[cH:15][cH:16]1.[K+:22].[K+:23].[Na+:34].[O-:24][Cr:25]([O:26][Cr:27](=[O:28])(=[O:29])[O-:30])(=[O:31])=[O:32].[OH-:33].[OH2:35].[S:17](=[O:18])(=[O:19])([OH:20])[OH:21]>>[Cl:1][c:2]1[cH:3][cH:4][c:5]([CH2:6][NH:7][CH:8]2[CH2:9][CH2:10][C:11](=[O:14])[CH2:12][CH2:13]2)[cH:15][cH:16]1. Starting materials: C(=O)(C(=O)OCC)Cl (ethoxalyl chloride), C(C)(=O)OCCN1C=CC=C1 (1-(2-acetoxyethyl)pyrrole), ( III ), N1=CC=CC=C1 (pyridine). Solvent: ClCCl (dichloromethane), ClCCl (dichloromethane), ClCCl (dichloromethane). The product is C(C)(=O)OCCN1C(=CC=C1)C(C(=O)OCC)=O (ethyl 1-(2-acetoxyethyl)pyrrole-2-glyoxylate). Reaction SMILES: N1C=CC=CC=1.[C:7](Cl)([C:9]([O:11][CH2:12][CH3:13])=[O:10])=[O:8].[C:15]([O:18][CH2:19][CH2:20][N:21]1[CH:25]=[CH:24][CH:23]=[CH:22]1)(=[O:17])[CH3:16]>ClCCl>[C:15]([O:18][CH2:19][CH2:20][N:21]1[CH:22]=[CH:23][CH:24]=[C:25]1[C:7](=[O:8])[C:9]([O:11][CH2:12][CH3:13])=[O:10])(=[O:17])[CH3:16]. Procedure details: In the next step, a solution of pyridine in anhydrous dichloromethane is added to a stirred and cooled solution of ethoxalyl chloride in anhydrous dichloromethane so that the reaction temperature remains at about -20° to -25° C. Upon completion of this addition an approximately equimolar amount of 1-(2-acetoxyethyl)pyrrole of Formula (III) in anhydrous dichloromethane is added while the temperature is maintained at temperatures of about 0° to -20° C. Washing with water, drying, removal of the so... Starting materials: [OH-].[Na+] (sodium hydroxide), Cl (hydrochloric acid), ClC=1C(=C(C=CC1)N(CC(=O)NCC1=CC=C(C(=O)OC)C=C1)S(=O)(=O)C1=CC=C(C=C1)C)C (methyl 4-[({N-(3-chloro-2-methylphenyl)-N-[(4-methylphenyl)sulfonyl]glycyl}amino)methyl]benzoate). The solvent is C1CCOC1 (THF), CO (methanol), C1CCOC1 (THF). Reaction conditions: time 8 hour. The product is ClC=1C(=C(C=CC1)N(CC(=O)NCC1=CC=C(C(=O)O)C=C1)S(=O)(=O)C1=CC=C(C=C1)C)C (4-[({N-(3-chloro-2-methylphenyl)-N-[(4-methylphenyl)sulfonyl]glycyl}amino)methyl]benzoic acid). The yield is 200.8%. Reaction SMILES: [Cl:1][C:2]1[C:3]([CH3:34])=[C:4]([N:8]([S:24]([C:27]2[CH:32]=[CH:31][C:30]([CH3:33])=[CH:29][CH:28]=2)(=[O:26])=[O:25])[CH2:9][C:10]([NH:12][CH2:13][C:14]2[CH:23]=[CH:22][C:17]([C:18]([O:20]C)=[O:19])=[CH:16][CH:15]=2)=[O:11])[CH:5]=[CH:6][CH:7]=1.[OH-].[Na+].Cl>CO.C1COCC1>[Cl:1][C:2]1[C:3]([CH3:34])=[C:4]([N:8]([S:24]([C:27]2[CH:32]=[CH:31][C:30]([CH3:33])=[CH:29][CH:28]=2)(=[O:25])=[O:26])[CH2:9][C:10]([NH:12][CH2:13][C:14]2[CH:23]=[CH:22][C:17]([C:18]([OH:20])=[O:19])=[CH:16][CH:15]=2)=[O:11])[CH:5]=[CH:6][CH:7]=1 |f:1.2|. Procedure: 308 mg of methyl 4-[({N-(3-chloro-2-methylphenyl)-N-[(4-methylphenyl)sulfonyl]glycyl}amino)methyl]benzoate was dissolved in 5.00 mL of methanol and 2.00 mL of THF, and 2.40 mL of a 1 M aqueous sodium hydroxide solution was added thereto, followed by stirring at room temperature overnight. Then, to the reaction liquid was added 3.00 mL of THF, followed by stirring at 60° C. for 4 hours. The reaction liquid was ice-cooled, acidified by addition of 2.60 mL of 1 M hydrochloric acid, and then extract... Reactants: ClC=1C(=CC(N(C1)C(C(=O)NC1=CC=C(C(=O)OC(C)(C)C)C=C1)C[C@H]1OCCCC1)=O)C1=C(C=CC(=C1)Cl)C#N (tert-butyl 4-({2-[5-chloro-4-(5-chloro-2-cyanophenyl)-2-oxopyridin-1(2H)-yl]-3-[(2S)-tetrahydro-2H-pyran-2-yl]propanoyl}amino)benzoate), C(=O)(C(F)(F)F)O (TFA). The product is ClC=1C(=CC(N(C1)C(C(=O)NC1=CC=C(C(=O)O)C=C1)C[C@H]1OCCCC1)=O)C1=C(C=CC(=C1)Cl)C#N (4-({2-[5-Chloro-4-(5-chloro-2-cyanophenyl)-2-oxopyridin-1(2H)-yl]-3-[(2S)-tetrahydro-2H-pyran-2-yl]propanoyl}amino)benzoic acid). As a reaction SMILES: [Cl:1][C:2]1[C:3]([C:33]2[CH:38]=[C:37]([Cl:39])[CH:36]=[CH:35][C:34]=2[C:40]#[N:41])=[CH:4][C:5](=[O:32])[N:6]([CH:8]([CH2:25][C@@H:26]2[CH2:31][CH2:30][CH2:29][CH2:28][O:27]2)[C:9]([NH:11][C:12]2[CH:24]=[CH:23][C:15]([C:16]([O:18]C(C)(C)C)=[O:17])=[CH:14][CH:13]=2)=[O:10])[CH:7]=1.C(O)(C(F)(F)F)=O>>[Cl:1][C:2]1[C:3]([C:33]2[CH:38]=[C:37]([Cl:39])[CH:36]=[CH:35][C:34]=2[C:40]#[N:41])=[CH:4][C:5](=[O:32])[N:6]([CH:8]([CH2:25][C@@H:26]2[CH2:31][CH2:30][CH2:29][CH2:28][O:27]2)[C:9]([NH:11][C:12]2[CH:24]=[CH:23][C:15]([C:16]([OH:18])=[O:17])=[CH:14][CH:13]=2)=[O:10])[CH:7]=1. Procedure: 364 mg (0.61 mmol) of tert-butyl 4-({2-[5-chloro-4-(5-chloro-2-cyanophenyl)-2-oxopyridin-1(2H)-yl]-3-[(2S)-tetrahydro-2H-pyran-2-yl]propanoyl}amino)benzoate (mixture of enantiomerically pure diastereomers 1 and 2) were hydrolysed with TFA according to General Method 2. The crude product was purified by preparative flash chromatography (silica gel 50, eluent: dichloromethane/methanol gradient). Yield: 264 mg (76% of theory)